The task is: describe an organic reaction: reactants, conditions, products, and yield. This data is from the Open Reaction Database (ORD), a public repository of structured organic reaction records. Reactants: C(C1=CC=CC=C1)C=1N=C(SC1)I (4-benzyl-2-iodothiazole), N1=CC(=CC=C1)[Sn](CCCC)(CCCC)CCCC ((3-pyridyl)tributyltin). Reagents/catalysts: C=1C=CC(=CC1)[P](C=2C=CC=CC2)(C=3C=CC=CC3)[Pd]([P](C=4C=CC=CC4)(C=5C=CC=CC5)C=6C=CC=CC6)([P](C=7C=CC=CC7)(C=8C=CC=CC8)C=9C=CC=CC9)[P](C=1C=CC=CC1)(C=1C=CC=CC1)C=1C=CC=CC1 (tetrakis(triphenylphosphine)palladium(0)). Run in C=1(C(=CC=CC1)C)C (xylene). Conditions: temperature 150 celsius, time 2.5 hour. Product: C(C1=CC=CC=C1)C=1N=C(SC1)C=1C=NC=CC1 (4-Benzyl-2-(3-pyridyl)thiazole). The yield is 25.8%. As a reaction SMILES: [CH2:1]([C:8]1[N:9]=[C:10](I)[S:11][CH:12]=1)[C:2]1[CH:7]=[CH:6][CH:5]=[CH:4][CH:3]=1.[N:14]1[CH:19]=[CH:18][CH:17]=[C:16]([Sn](CCCC)(CCCC)CCCC)[CH:15]=1>C1C=CC([P]([Pd]([P](C2C=CC=CC=2)(C2C=CC=CC=2)C2C=CC=CC=2)([P](C2C=CC=CC=2)(C2C=CC=CC=2)C2C=CC=CC=2)[P](C2C=CC=CC=2)(C2C=CC=CC=2)C2C=CC=CC=2)(C2C=CC=CC=2)C2C=CC=CC=2)=CC=1.C1(C)C(C)=CC=CC=1>[CH2:1]([C:8]1[N:9]=[C:10]([C:16]2[CH:15]=[N:14][CH:19]=[CH:18][CH:17]=2)[S:11][CH:12]=1)[C:2]1[CH:7]=[CH:6][CH:5]=[CH:4][CH:3]=1 |^1:36,38,57,76|. Procedure: 5 ml of xylene was added to a mixture of 468 mg of 4-benzyl-2-iodothiazole, 580 mg of (3-pyridyl)tributyltin and 90 mg of tetrakis(triphenylphosphine)palladium(0), followed by heating under stirring at 150° C. in an oil bath for 2.5 hours. After cooling as it was, insoluble matters were filtered off through Celite and the solvent was removed. The residue was subjected to silica gel column chromatography using 20-25% ethyl acetate/hexane as an eluent for separation and purification, to give 101 m... Starting materials: O=c1ccc2c(Br)nccc2[nH]1, CN(C)C=O, c1nc[nH]n1. Product: O=c1ccc2c(-n3cncn3)nccc2[nH]1. As a reaction SMILES: [Br:1][c:2]1[c:3]2[cH:4][cH:5][c:6](=[O:12])[nH:7][c:8]2[cH:9][cH:10][n:11]1.[CH3:18][N:19]([CH3:20])[CH:21]=[O:22].[nH:13]1[n:14][cH:15][n:16][cH:17]1>>[c:2]1(-[n:13]2[n:14][cH:15][n:16][cH:17]2)[c:3]2[cH:4][cH:5][c:6](=[O:12])[nH:7][c:8]2[cH:9][cH:10][n:11]1. The reactants are FC1=C(C=CC(=C1)F)C1=NC(=NC=N1)NC1=CC(=CC=C1)CS(=O)(=O)C (4-(2,4-difluorophenyl)-N-{3-[(methylsulfonyl)methyl]phenyl}-1,3,5-triazin-2-amine), intermediate 42.1, FC(C=1C=C(CO)C=CC1)(F)F (3-(trifluoromethyl)benzyl alcohol). Yields the product FC1=CC(=C(C=C1)C1=NC(=NC=N1)NC1=CC(=CC=C1)CS(=O)(=O)C)OCC1=CC(=CC=C1)C(F)(F)F (4-(4-Fluoro-2-{[3-(trifluoromethyl)benzyl]oxy}phenyl)-N-{3-[(methylsulfonyl)-methyl]phenyl}-1,3,5-triazin-2-amine). As a reaction SMILES: F[C:2]1[CH:7]=[C:6]([F:8])[CH:5]=[CH:4][C:3]=1[C:9]1[N:14]=[CH:13][N:12]=[C:11]([NH:15][C:16]2[CH:21]=[CH:20][CH:19]=[C:18]([CH2:22][S:23]([CH3:26])(=[O:25])=[O:24])[CH:17]=2)[N:10]=1.[F:27][C:28]([F:38])([F:37])[C:29]1[CH:30]=[C:31]([CH:34]=[CH:35][CH:36]=1)[CH2:32][OH:33]>>[F:8][C:6]1[CH:5]=[CH:4][C:3]([C:9]2[N:14]=[CH:13][N:12]=[C:11]([NH:15][C:16]3[CH:21]=[CH:20][CH:19]=[C:18]([CH2:22][S:23]([CH3:26])(=[O:25])=[O:24])[CH:17]=3)[N:10]=2)=[C:2]([O:33][CH2:32][C:31]2[CH:34]=[CH:35][CH:36]=[C:29]([C:28]([F:27])([F:37])[F:38])[CH:30]=2)[CH:7]=1. Reported procedure: Starting with 4-(2,4-difluorophenyl)-N-{3-[(methylsulfonyl)methyl]phenyl}-1,3,5-triazin-2-amine (70 mg; 0.184 mmol), intermediate 42.1, and 3-(trifluoromethyl)benzyl alcohol (132 mg; 0.736 mmol), example 69 was prepared analogously to the procedure for the preparation of example 42. Reactants: [Cl-].[Al+3].[Cl-].[Cl-] (Aluminum chloride), [H-].[Al+3].[Li+].[H-].[H-].[H-] (Lithium aluminum hydride), [OH-].[Na+] (sodium hydroxide), S1C2=C(C(=C1)SC1=C(C(=O)NC)C=C(C=C1)C)C=CC=C2 (2-(benzo[b]thiophen-3-ylsulfanyl)-5,N-dimethyl-benzamide). Solvent: C(C)OCC (diethyl ether), O (water), C(C)OCC (diethyl ether), C1CCOC1 (THF), O (water). Reaction conditions: temperature 0 celsius, time 1 hour. Product: S1C2=C(C(=C1)SC1=C(CNC)C=C(C=C1)C)C=CC=C2 ([2-(benzo[b]thiophen-3-ylsulfanyl)-5-methyl-benzyl]-methyl-amine). RXN SMILES: [H-].[Al+3].[Li+].[H-].[H-].[H-].[Cl-].[Al+3].[Cl-].[Cl-].[S:11]1[CH:15]=[C:14]([S:16][C:17]2[CH:26]=[CH:25][C:24]([CH3:27])=[CH:23][C:18]=2[C:19]([NH:21][CH3:22])=O)[C:13]2[CH:28]=[CH:29][CH:30]=[CH:31][C:12]1=2.[OH-].[Na+]>C(OCC)C.C1COCC1.O>[S:11]1[CH:15]=[C:14]([S:16][C:17]2[CH:26]=[CH:25][C:24]([CH3:27])=[CH:23][C:18]=2[CH2:19][NH:21][CH3:22])[C:13]2[CH:28]=[CH:29][CH:30]=[CH:31][C:12]1=2 |f:0.1.2.3.4.5,6.7.8.9,11.12|. Procedure details: Lithium aluminum hydride (250 g, 6.6 mmol) is suspended in dry diethyl ether (50 mL) and cooled to 0° C. Aluminum chloride (295 mg, 2.2 mmol) dissolved in dry diethyl ether (50 mL) is added dropwise at 0-5° C. The cooling bath is removed and the mixture is stirred at ambient temperature for 1 hour. The resulting aluminum hydride reagent solution is cooled to 0° C. followed by dropwise addition of of 2-(benzo[b]thiophen-3-ylsulfanyl)-5,N-dimethyl-benzamide (327 mg, 2.0 mmol) in 10 mL dry THF. Aft... The reactants are CC(C)(C)c1ccc(OC(CC(=O)O)C(=O)O)c(C(C)(C)C)c1, O=C([O-])O, CCO, [Na+], O, O=S(=O)(O)O. Product: CC(C)(C)c1cc2c(c(C(C)(C)C)c1)OC(C(=O)O)CC2=O. RXN SMILES: [C:1]([CH3:2])([CH3:3])([CH3:4])[c:5]1[c:6]([O:7][CH:8]([C:9](=[O:10])[OH:11])[CH2:12][C:13](=[O:14])[OH:15])[cH:16][cH:17][c:18]([C:20]([CH3:21])([CH3:22])[CH3:23])[cH:19]1.[C:29](=[O:30])([OH:31])[O-:32].[CH3:35][CH2:36][OH:37].[Na+:33].[OH2:34].[S:24](=[O:25])(=[O:26])([OH:27])[OH:28]>>[C:1]([CH3:2])([CH3:3])([CH3:4])[c:5]1[c:6]2[c:16]([cH:17][c:18]([C:20]([CH3:21])([CH3:22])[CH3:23])[cH:19]1)[C:13](=[O:15])[CH2:12][CH:8]([C:9](=[O:10])[OH:11])[O:7]2. The reactants are C([O-])(O)=O.[Na+] (sodium bicarbonate), O.O.[Sn](Cl)Cl (tin (II) chloride dihydrate), Cl (hydrochloric acid), COC=1C=C2CCN(CC2=CC1[N+](=O)[O-])C(CCN1CCOCC1)=O (6-(methyloxy)-2-[3-(4-morpholinyl)propanoyl]-7-nitro-1,2,3,4-tetrahydroisoquinoline). Solvent: CN(C=O)C (dimethylformamide), C(C)O (ethanol). Reaction conditions: time 16 hour. Product: COC=1C=C2CCN(CC2=CC1N)C(CCN1CCOCC1)=O (6-(methyloxy)-2-[3-(4-morpholinyl)propanoyl]-1,2,3,4-tetrahydro-7-isoquinolinamine). The yield is 67.9%. RXN SMILES: [CH3:1][O:2][C:3]1[CH:4]=[C:5]2[C:10](=[CH:11][C:12]=1[N+:13]([O-])=O)[CH2:9][N:8]([C:16](=[O:25])[CH2:17][CH2:18][N:19]1[CH2:24][CH2:23][O:22][CH2:21][CH2:20]1)[CH2:7][CH2:6]2.O.O.[Sn](Cl)Cl.Cl.C(=O)(O)[O-].[Na+]>CN(C)C=O.C(O)C>[CH3:1][O:2][C:3]1[CH:4]=[C:5]2[C:10](=[CH:11][C:12]=1[NH2:13])[CH2:9][N:8]([C:16](=[O:25])[CH2:17][CH2:18][N:19]1[CH2:20][CH2:21][O:22][CH2:23][CH2:24]1)[CH2:7][CH2:6]2 |f:1.2.3,5.6|. Procedure: 6-(methyloxy)-2-[3-(4-morpholinyl)propanoyl]-7-nitro-1,2,3,4-tetrahydroisoquinoline (assumed 1.62 mmol from previous reaction) was dissolved in dimethylformamide (3.0 mL) and diluted with ethanol (10 mL). The solution was treated with tin (II) chloride dihydrate (2.2 g, 9.6 mmol, Aldrich), hydrochloric acid (1.0 mL, 1.0 mmol, 1 M in water), and stirred for 16 h. Excess saturated aqueous sodium bicarbonate was added carefully and the observed white suspension was stirred for 1 h. The mixture was ... Product: COC=1C=C(C=CC1)C=1C=C2CCCC(C2=CC1)=O (6-(3-methoxyphenyl)-3,4-dihydronaphthalen-1(2H)-one). RXN SMILES: [O:1]=[C:2]1[CH2:11][CH2:10][CH2:9][C:8]2[CH:7]=[C:6](OS(C(F)(F)F)(=O)=O)[CH:5]=[CH:4][C:3]1=2.[CH3:20][O:21][C:22]1[CH:23]=[C:24](B(O)O)[CH:25]=[CH:26][CH:27]=1>>[CH3:20][O:21][C:22]1[CH:27]=[C:26]([C:6]2[CH:7]=[C:8]3[C:3](=[CH:4][CH:5]=2)[C:2](=[O:1])[CH2:11][CH2:10][CH2:9]3)[CH:25]=[CH:24][CH:23]=1. Procedure: The title compound was prepared from trifluoro-methanesulfonic acid 5-oxo-5,6,7,8-tetrahydro-naphthalen-2-yl ester and 3-methoxyphenyl boronic acid according to the coupling procedure as described in example 6. MS (ESI) m/z 253. The reactants are O=C1C=2C=CC(=CC2CCC1)OS(=O)(=O)C(F)(F)F (trifluoro-methanesulfonic acid 5-oxo-5,6,7,8-tetrahydro-naphthalen-2-yl ester), COC=1C=C(C=CC1)B(O)O (3-methoxyphenyl boronic acid). Starting materials: ClC1=C(C=C(C=C1)N=C=O)C(F)(F)F (4-chloro-3-trifluoromethyl-phenyl isocyanate), CSC1=NC=CC(=N1)OC1=CC=C(C=C1)N (4-(2-methylsulfanyl-pyrimidin-4-yloxy)-phenylamine). The solvent is C1CCOC1 (THF). Run at time 8 hour. Product: ClC1=C(C=C(C=C1)NC(=O)NC1=CC=C(C=C1)OC1=NC(=NC=C1)SC)C(F)(F)F (1-(4-Chloro-3-trifluoromethyl-phenyl)-3-[4-(2-methylsulfanyl-pyrimidin-4-yloxy)-phenyl]-urea). The yield is 86.4%. As a reaction SMILES: [Cl:1][C:2]1[CH:7]=[CH:6][C:5]([N:8]=[C:9]=[O:10])=[CH:4][C:3]=1[C:11]([F:14])([F:13])[F:12].[CH3:15][S:16][C:17]1[N:22]=[C:21]([O:23][C:24]2[CH:29]=[CH:28][C:27]([NH2:30])=[CH:26][CH:25]=2)[CH:20]=[CH:19][N:18]=1>C1COCC1>[Cl:1][C:2]1[CH:7]=[CH:6][C:5]([NH:8][C:9]([NH:30][C:27]2[CH:26]=[CH:25][C:24]([O:23][C:21]3[CH:20]=[CH:19][N:18]=[C:17]([S:16][CH3:15])[N:22]=3)=[CH:29][CH:28]=2)=[O:10])=[CH:4][C:3]=1[C:11]([F:12])([F:13])[F:14]. Procedure details: A solution of 4.81 g (21.7 mmol) 4-chloro-3-trifluoromethyl-phenyl isocyanate in 100 ml THF was added within 45 min. drop by drop at 0° C. to a solution of 5.06 g (21.7 mmol) 4-(2-methylsulfanyl-pyrimidin-4-yloxy)-phenylamine and stirring continued at r.t. overnight. The reaction mixture was evaporated and leached with 100 ml dichloromethane. The precipitate was isolated and dried to give 8.53 g (86%) 1-(4-Chloro-3-trifluoromethyl-phenyl)-3-[4-(2-methylsulfanyl-pyrimidin-4-yloxy)-phenyl]-urea. Starting materials: C(C(C)C)C1=CC=C(C=C1)C(CC1=CC=C(C(=O)Cl)C=C1)C1=CC=C(C=C1)CC(C)C (4-[2,2-bis(4-isobutylphenyl)ethyl]benzoyl chloride), Cl (hydrochloric acid), N1C=CC2=CC=CC=C12 (indole), solution, C[Mg]Br (methyl magnesium bromide). The solvent is O1CCCC1 (tetrahydrofuran), C(C)(=O)OCC (ethyl acetate), O1CCCC1 (tetrahydrofuran), CCOCC (ether). Run at temperature 20 celsius, time 1 hour. Yields the product C(C(C)C)C1=CC=C(C=C1)C(CC1=CC=C(C(=O)C2=CNC3=CC=CC=C23)C=C1)C1=CC=C(C=C1)CC(C)C (3-[4-[2,2-bis(4-isobutylphenyl)ethyl]benzoyl]indole). The yield is 16.9%. Reaction SMILES: [NH:1]1[C:9]2[C:4](=[CH:5][CH:6]=[CH:7][CH:8]=2)[CH:3]=[CH:2]1.C[Mg]Br.[CH2:13]([C:17]1[CH:22]=[CH:21][C:20]([CH:23]([C:34]2[CH:39]=[CH:38][C:37]([CH2:40][CH:41]([CH3:43])[CH3:42])=[CH:36][CH:35]=2)[CH2:24][C:25]2[CH:33]=[CH:32][C:28]([C:29](Cl)=[O:30])=[CH:27][CH:26]=2)=[CH:19][CH:18]=1)[CH:14]([CH3:16])[CH3:15].Cl>O1CCCC1.CCOCC.C(OCC)(=O)C>[CH2:40]([C:37]1[CH:38]=[CH:39][C:34]([CH:23]([C:20]2[CH:19]=[CH:18][C:17]([CH2:13][CH:14]([CH3:16])[CH3:15])=[CH:22][CH:21]=2)[CH2:24][C:25]2[CH:33]=[CH:32][C:28]([C:29]([C:3]3[C:4]4[C:9](=[CH:8][CH:7]=[CH:6][CH:5]=4)[NH:1][CH:2]=3)=[O:30])=[CH:27][CH:26]=2)=[CH:35][CH:36]=1)[CH:41]([CH3:43])[CH3:42]. Procedure: To a solution of indole (366 mg) in tetrahydrofuran (5 ml) was added 3M solution of methyl magnesium bromide in ether (1.5 ml) at 20° C., and the mixture was stirred at 20° C. for 1 hour. A solution of 4-[2,2-bis(4-isobutylphenyl)ethyl]benzoyl chloride (450 mg) in tetrahydrofuran (5 ml) was added to the mixture at 20° C. After stirred at 20° C. for 30 minutes, the mixture was poured into a mixture of 1N hydrochloric acid and ethyl acetate. The organic layer was separated, washed with water, aque... Reactants: BrB(Br)Br, CC(C)Nc1nc(-c2cccc(C(=O)NCCc3ccccc3)c2)cn2c(=O)n(C(C)(C)C)nc12, CC(Cl)Cl. Yields the product CC(C)Nc1nc(-c2cccc(C(=O)NCCc3ccccc3)c2)cn2c(=O)[nH]nc12. Reaction SMILES: [B:36]([Br:37])([Br:38])[Br:39].[C:1]([CH3:2])([CH3:3])([CH3:4])[n:5]1[n:6][c:7]2[n:8]([cH:9][c:10](-[c:17]3[cH:18][c:19]([C:20](=[O:21])[NH:22][CH2:23][CH2:24][c:25]4[cH:26][cH:27][cH:28][cH:29][cH:30]4)[cH:31][cH:32][cH:33]3)[n:11][c:12]2[NH:13][CH:14]([CH3:15])[CH3:16])[c:34]1=[O:35].[Cl:40][CH:41]([Cl:42])[CH3:43]>>[nH:5]1[n:6][c:7]2[n:8]([cH:9][c:10](-[c:17]3[cH:18][c:19]([C:20](=[O:21])[NH:22][CH2:23][CH2:24][c:25]4[cH:26][cH:27][cH:28][cH:29][cH:30]4)[cH:31][cH:32][cH:33]3)[n:11][c:12]2[NH:13][CH:14]([CH3:15])[CH3:16])[c:34]1=[O:35].